This data is from the Open Reaction Database (ORD), a public repository of structured organic reaction records. The task is: describe an organic reaction: reactants, conditions, products, and yield Starting materials: ClCCl, CC(=O)N1CCC(c2ccc(N)cc2)CC1, O=C1CCC(=O)N1Br. Yields the product CC(=O)N1CCC(c2ccc(N)c(Br)c2)CC1. Reaction SMILES: [Cl:25][CH2:26][Cl:27].[NH2:1][c:2]1[cH:3][cH:4][c:5]([CH:8]2[CH2:9][CH2:10][N:11]([C:14]([CH3:15])=[O:16])[CH2:12][CH2:13]2)[cH:6][cH:7]1.[O:17]=[C:18]1[N:19]([Br:24])[C:20](=[O:21])[CH2:22][CH2:23]1>>[NH2:1][c:2]1[c:3]([Br:24])[cH:4][c:5]([CH:8]2[CH2:9][CH2:10][N:11]([C:14]([CH3:15])=[O:16])[CH2:12][CH2:13]2)[cH:6][cH:7]1. The reactants are COC(=O)C1OC1COCc1ccccc1, CO, ClC(Cl)Cl, [NH4+], [OH-]. Product: NC(=O)C1OC1COCc1ccccc1. Reaction SMILES: [CH2:1]([c:2]1[cH:3][cH:4][cH:5][cH:6][cH:7]1)[O:8][CH2:9][CH:10]1[CH:11]([C:13]([O:15][CH3:14])=[O:16])[O:12]1.[CH3:19][OH:20].[Cl:21][CH:22]([Cl:23])[Cl:24].[NH4+:18].[OH-:17]>>[CH2:1]([c:2]1[cH:3][cH:4][cH:5][cH:6][cH:7]1)[O:8][CH2:9][CH:10]1[CH:11]([C:13](=[O:15])[NH2:18])[O:12]1. The reactants are [Br-], C, C1CCOC1, CC(C)(C)[O-], CCO, O=Cc1cc(F)cc(F)c1, [K+], c1ccc([P+](CC2OCCO2)(c2ccccc2)c2ccccc2)cc1, O, [Pd]. The product is Fc1cc(F)cc(CCC2OCCO2)c1. Reaction SMILES: [Br-:1].[C:52].[CH2:44]1[O:45][CH2:46][CH2:47][CH2:48]1.[CH3:27][C:28]([CH3:29])([O-:30])[CH3:31].[CH3:49][CH2:50][OH:51].[F:33][c:34]1[cH:35][c:36]([CH:37]=[O:38])[cH:39][c:40]([F:42])[cH:41]1.[K+:32].[O:2]1[CH:3]([CH2:7][P+:8]([c:9]2[cH:10][cH:11][cH:12][cH:13][cH:14]2)([c:15]2[cH:16][cH:17][cH:18][cH:19][cH:20]2)[c:21]2[cH:22][cH:23][cH:24][cH:25][cH:26]2)[O:4][CH2:5][CH2:6]1.[OH2:43].[Pd:53]>>[O:2]1[CH:3]([CH2:7][CH2:37][c:36]2[cH:35][c:34]([F:33])[cH:41][c:40]([F:42])[cH:39]2)[O:4][CH2:5][CH2:6]1. Reactants: O=C([O-])[O-], CN(C)C=O, CCOCC, Cc1ccc(CCl)cn1, ClCCl, [Cs+], [Cs+], [I-], [K+], O, CC(C)S(=O)(=O)NC1Cc2ccc(O)cc2C1. Product: Cc1ccc(COc2ccc3c(c2)CC(NS(=O)(=O)C(C)C)C3)cn1. RXN SMILES: [C:18](=[O:19])([O-:20])[O-:21].[CH3:35][N:36]([CH3:37])[CH:38]=[O:39].[CH3:44][CH2:45][O:46][CH2:47][CH3:48].[Cl:24][CH2:25][c:26]1[cH:27][cH:28][c:29]([CH3:32])[n:30][cH:31]1.[Cl:41][CH2:42][Cl:43].[Cs+:22].[Cs+:23].[I-:34].[K+:33].[OH2:40].[OH:1][c:2]1[cH:3][c:4]2[c:8]([cH:9][cH:10]1)[CH2:7][CH:6]([NH:11][S:12](=[O:13])(=[O:14])[CH:15]([CH3:16])[CH3:17])[CH2:5]2>>[O:1]([c:2]1[cH:3][c:4]2[c:8]([cH:9][cH:10]1)[CH2:7][CH:6]([NH:11][S:12](=[O:13])(=[O:14])[CH:15]([CH3:16])[CH3:17])[CH2:5]2)[CH2:25][c:26]1[cH:27][cH:28][c:29]([CH3:32])[n:30][cH:31]1. Starting materials: [Al+3], CC(=O)NCCc1ccccc1, ClCCl, COC(=O)CCCC(=O)O, [Cl-], [Cl-], [Cl-], [Cl-]. The product is COC(=O)CCCC(=O)c1ccc(CCNC(C)=O)cc1. RXN SMILES: [Al+3:25].[C:1]([CH3:2])(=[O:3])[NH:4][CH2:5][CH2:6][c:7]1[cH:8][cH:9][cH:10][cH:11][cH:12]1.[CH2:28]([Cl:29])[Cl:30].[CH3:14][O:15][C:16]([CH2:17][CH2:18][CH2:19][C:20](=[O:21])[OH:22])=[O:23].[Cl-:13].[Cl-:24].[Cl-:26].[Cl-:27]>>[C:1]([CH3:2])(=[O:3])[NH:4][CH2:5][CH2:6][c:7]1[cH:8][cH:9][c:10]([C:20]([CH2:19][CH2:18][CH2:17][C:16]([O:15][CH3:14])=[O:23])=[O:21])[cH:11][cH:12]1.